describe an organic reaction: reactants, conditions, products, and yield From a dataset of the Open Reaction Database (ORD), a public repository of structured organic reaction records. The reactants are Cl (HCl), ClC1=C(CCl)C(=CC=C1)F (2-chloro-6 fluorobenzyl chloride), CC(C)([O-])C.[Na+] (sodium t-butoxide), C1(=CC=CC=C1)C (toluene). The reagents and catalysts are C1COCCOCCOCCOCCO1 (15-crown-5). The solvent is O (water). Run at temperature 45 celsius. The product is ClC1=C(C(=CC=C1)F)COC(C)(C)C (1-chloro-3-fluoro-2-[(1,1-dimethylethoxy)methyl]-benzene). The yield is 89.9%. RXN SMILES: [Cl:1][C:2]1[CH:9]=[CH:8][CH:7]=[C:6]([F:10])[C:3]=1[CH2:4]Cl.[CH3:11][C:12]([CH3:15])([O-:14])[CH3:13].[Na+].C1(C)C=CC=CC=1.Cl>C1OCCOCCOCCOCCOC1.O>[Cl:1][C:2]1[CH:9]=[CH:8][CH:7]=[C:6]([F:10])[C:3]=1[CH2:4][O:14][C:12]([CH3:15])([CH3:13])[CH3:11] |f:1.2|. Reported procedure: A mixture of 200 g (1.117 mole) of 2-chloro-6 fluorobenzyl chloride, 118 g (1.23 mole) of sodium t-butoxide, 2.2 mL (11 mmole) of 15-crown-5 (15-C-5) and 1.2 L of toluene was heated at reflux temperature for four hours. After allowing the reaction mixture to cool to 45° C., 600 mL of water was added followed by 90 mL of 2N HCl. After separation, the organic phase was concentrated in vacuo to give a dark oil. Distillation using a 5-tray Oldershaw column, sand bath to 155° C., gave 217.5 g of 1-ch... Reactants: CCOCC, Cc1c(-c2cc(CO)c(Cl)cc2F)nn(C)c1C(F)(F)F, O, BrP(Br)Br. Product: Cc1c(-c2cc(CBr)c(Cl)cc2F)nn(C)c1C(F)(F)F. RXN SMILES: [CH3:27][CH2:28][O:29][CH2:30][CH3:31].[Cl:1][c:2]1[c:3]([CH2:20][OH:21])[cH:4][c:5](-[c:9]2[n:10][n:11]([CH3:19])[c:12]([C:15]([F:16])([F:17])[F:18])[c:13]2[CH3:14])[c:6]([F:8])[cH:7]1.[OH2:26].[P:22]([Br:23])([Br:24])[Br:25]>>[Cl:1][c:2]1[c:3]([CH2:20][Br:23])[cH:4][c:5](-[c:9]2[n:10][n:11]([CH3:19])[c:12]([C:15]([F:16])([F:17])[F:18])[c:13]2[CH3:14])[c:6]([F:8])[cH:7]1. Reactants: C=CCNS(=O)(=O)c1ccccc1, CC(Cl)c1ccccc1Cl, CN(C)C=O, [H-], [Na+], [Na]. Product: C=CCN(C(C)c1ccccc1Cl)S(=O)(=O)c1ccccc1. As a reaction SMILES: [CH2:1]([CH:2]=[CH2:3])[NH:4][S:5](=[O:6])(=[O:7])[c:8]1[cH:9][cH:10][cH:11][cH:12][cH:13]1.[CH3:17][CH:18]([c:19]1[c:20]([Cl:25])[cH:21][cH:22][cH:23][cH:24]1)[Cl:26].[CH3:27][N:28]([CH3:29])[CH:30]=[O:31].[H-:14].[Na+:15].[Na:16]>>[CH2:1]([CH:2]=[CH2:3])[N:4]([S:5](=[O:6])(=[O:7])[c:8]1[cH:9][cH:10][cH:11][cH:12][cH:13]1)[CH:18]([CH3:17])[c:19]1[c:20]([Cl:25])[cH:21][cH:22][cH:23][cH:24]1.